This data is from the Open Reaction Database (ORD), a public repository of structured organic reaction records. The task is: describe an organic reaction: reactants, conditions, products, and yield Reactants: O=C1CCC(=O)N1Br, C1=CCC(OCc2ccccc2)C1. Yields the product BrC1C=CCC1OCc1ccccc1. RXN SMILES: [Br:14][N:15]1[C:16](=[O:17])[CH2:18][CH2:19][C:20]1=[O:21].[CH2:1]([c:2]1[cH:3][cH:4][cH:5][cH:6][cH:7]1)[O:8][CH:9]1[CH2:10][CH:11]=[CH:12][CH2:13]1>>[CH2:1]([c:2]1[cH:3][cH:4][cH:5][cH:6][cH:7]1)[O:8][CH:9]1[CH2:10][CH:11]=[CH:12][CH:13]1[Br:14]. The reactants are 1,3-chloro-N-(4-(6-tosyl-6H-pyrrolo[2,3-e][1,2,4]triazolo[4,3-a]pyrazin-1-yl)bicyclo[2.2.2]octan-1-yl)benzene sulfonamide, N(N)C=1N=C2C(=NC1)N(C=C2)S(=O)(=O)C2=CC=C(C)C=C2 (2-Hydrazinyl-5-tosyl-5H-pyrrolo[2,3-b]pyrazine), C(C)(C)(C)OC(=O)NC12CCC(CC1)(CC2)C(=O)O (4-(tert-butoxycarbonylamino)bicyclo-[2.2.2]octane-1-carboxylic acid). The product is S(=O)(=O)(C1=CC=C(C)C=C1)N1C=CC=2C1=NC=C(N2)NNC(=O)C21CCC(CC2)(CC1)NC(OC(C)(C)C)=O (tert-butyl 4-(2-(5-tosyl-5H-pyrrolo[2,3-b]pyrazin-2-yl)hydrazinecarbonyl)bicyclo[2.2.2]octan-1-ylcarbamate). Reaction SMILES: [NH:1]([C:3]1[N:4]=[C:5]2[CH:11]=[CH:10][N:9]([S:12]([C:15]3[CH:21]=[CH:20][C:18]([CH3:19])=[CH:17][CH:16]=3)(=[O:14])=[O:13])[C:6]2=[N:7][CH:8]=1)[NH2:2].[C:22]([O:26][C:27]([NH:29][C:30]12[CH2:37][CH2:36][C:33]([C:38](O)=[O:39])([CH2:34][CH2:35]1)[CH2:32][CH2:31]2)=[O:28])([CH3:25])([CH3:24])[CH3:23]>>[S:12]([N:9]1[C:6]2=[N:7][CH:8]=[C:3]([NH:1][NH:2][C:38]([C:33]34[CH2:34][CH2:35][C:30]([NH:29][C:27](=[O:28])[O:26][C:22]([CH3:24])([CH3:23])[CH3:25])([CH2:31][CH2:32]3)[CH2:37][CH2:36]4)=[O:39])[N:4]=[C:5]2[CH:11]=[CH:10]1)([C:15]1[CH:21]=[CH:20][C:18]([CH3:19])=[CH:17][CH:16]=1)(=[O:13])=[O:14]. Reported procedure: The precursor to Example #H.1. 1,3-chloro-N-(4-(6-tosyl-6H-pyrrolo[2,3-e][1,2,4]triazolo[4,3-a]pyrazin-1-yl)bicyclo[2.2.2]octan-1-yl)benzene sulfonamide, was prepared as shown in Scheme B. 2-Hydrazinyl-5-tosyl-5H-pyrrolo[2,3-b]pyrazine (Preparation #9) and 4-(tert-butoxycarbonylamino)bicyclo-[2.2.2]octane-1-carboxylic acid are reacted following the conditions given in General Procedure A to give tert-butyl 4-(2-(5-tosyl-5H-pyrrolo[2,3-b]pyrazin-2-yl)hydrazinecarbonyl)bicyclo[2.2.2]octan-1-ylcarb... Reactants: CS(C)=O, CCOCC, O=[N+]([O-])c1ccc(O)c(F)c1, [H-], Nc1cc(Cl)ncn1, [Na+], [Na+], [OH-]. The product is Nc1cc(Oc2ccc([N+](=O)[O-])cc2F)ncn1. Reaction SMILES: [CH3:24][S:25](=[O:26])[CH3:27].[CH3:28][CH2:29][O:30][CH2:31][CH3:32].[F:1][c:2]1[c:3]([OH:11])[cH:4][cH:5][c:6]([N+:8](=[O:9])[O-:10])[cH:7]1.[H-:12].[NH2:14][c:15]1[n:16][cH:17][n:18][c:19]([Cl:21])[cH:20]1.[Na+:13].[Na+:23].[OH-:22]>>[F:1][c:2]1[c:3]([O:11][c:19]2[n:18][cH:17][n:16][c:15]([NH2:14])[cH:20]2)[cH:4][cH:5][c:6]([N+:8](=[O:9])[O-:10])[cH:7]1. Reaction SMILES: [NH2:1][C@H:2]1[C@H:8]([OH:9])[C:7]2[CH:10]=[CH:11][CH:12]=[C:13]3[NH:14][C:15](=[O:16])[N:5]([C:6]=23)[CH2:4][CH2:3]1.[CH3:17][N:18]1[CH2:23][CH2:22][C:21](=O)[CH2:20][CH2:19]1.C([BH3-])#N.[Na+].Cl.[OH-].[Na+]>CO>[CH3:17][N:18]1[CH2:23][CH2:22][CH:21]([NH:1][C@H:2]2[C@H:8]([OH:9])[C:7]3[CH:10]=[CH:11][CH:12]=[C:13]4[NH:14][C:15](=[O:16])[N:5]([C:6]=34)[CH2:4][CH2:3]2)[CH2:20][CH2:19]1 |f:2.3,5.6|. Reactants: Cl (hydrochloric acid), [OH-].[Na+] (sodium hydroxide), N[C@@H]1CCN2C3=C([C@H]1O)C=CC=C3NC2=O ((6RS,trans) 6-amino-7-hydroxy-4,5,6,7-tetrahydro-imidazo[4,5,l-j-k][1]-benzazepin-2(1H)-one), CN1CCC(CC1)=O (N-methyl-4-piperidone), C(#N)[BH3-].[Na+] (sodium cyanoborohydride). Procedure details: A mixture of 7.6 g of (6RS,trans) 6-amino-7-hydroxy-4,5,6,7-tetrahydro-imidazo[4,5,l-j-k][1]-benzazepin-2(1H)-one, 7.6 ml of N-methyl-4-piperidone, 380 ml of methanol and 7.6 g of sodium cyanoborohydride was stirred at room temperature for 24 hours and after cooling to less than 0° C., 5 ml of concentrated hydrochloric acid were added thereto dropwise. The mixture was stirred at room temperature for 10 minutes and was cooled to 0° C. and adjusted to a pH of 8 by addition of sodium hydroxide. The... Product: CN1CCC(CC1)N[C@@H]1CCN2C3=C([C@H]1O)C=CC=C3NC2=O ((6RS,trans) 6-(1-methyl-4-piperidinylamino)-7-hydroxy-4,5,6,7-tetrahydro-imidazo[4,5,l-j-k][1]-benzazepin-2(1H)-one). The solvent is CO (methanol). Reaction conditions: time 24 hour. As a reaction SMILES: [C:1]([CH3:2])(=[O:3])[N:4]1[C:5](=[O:13])[CH2:6][c:7]2[cH:8][cH:9][cH:10][cH:11][c:12]21.[CH3:25][N:26]([c:27]1[cH:28][cH:29][n:30][cH:31][cH:32]1)[CH3:33].[Cl-:14].[ClH:23].[O:34]=[CH:35][N:36]([CH3:37])[CH3:38].[OH2:24].[o:15]1[c:16]([C:20](=[O:21])[OH:22])[cH:17][cH:18][cH:19]1>>[C:1]([CH3:2])(=[O:3])[N:4]1[C:5](=[O:13])[C:6](=[C:20]([c:16]2[o:15][cH:19][cH:18][cH:17]2)[OH:21])[c:7]2[cH:8][cH:9][cH:10][cH:11][c:12]21. The reactants are CC(=O)N1C(=O)Cc2ccccc21, CN(C)c1ccncc1, [Cl-], Cl, CN(C)C=O, O, O=C(O)c1ccco1. Yields the product CC(=O)N1C(=O)C(=C(O)c2ccco2)c2ccccc21. Reactants: [BH4-], CC(=O)c1ccc2cccc(C(C)C)cc1-2, COCCOCCOC, [K+], [Na+], [OH-]. The product is CCc1ccc2cccc(C(C)C)cc1-2. As a reaction SMILES: [BH4-:17].[C:1]([CH3:2])(=[O:3])[c:4]1[cH:5][cH:6][c:7]2[cH:8][cH:9][cH:10][c:11]([CH:14]([CH3:15])[CH3:16])[cH:12][c:13]1-2.[CH3:21][O:22][CH2:23][CH2:24][O:25][CH2:26][CH2:27][O:28][CH3:29].[K+:20].[Na+:18].[OH-:19]>>[CH2:1]([CH3:2])[c:4]1[cH:5][cH:6][c:7]2[cH:8][cH:9][cH:10][c:11]([CH:14]([CH3:15])[CH3:16])[cH:12][c:13]1-2. Reactants: O=C(c1cc(Cl)ncn1)N1CCc2ccccc21, O=C1Nc2ncccc2C12CCNCC2, CN(C)C=O. Product: O=C(c1cc(N2CCC3(CC2)C(=O)Nc2ncccc23)ncn1)N1CCc2ccccc21. Reaction SMILES: [Cl:16][c:17]1[cH:18][c:19]([C:23](=[O:24])[N:25]2[CH2:26][CH2:27][c:28]3[cH:29][cH:30][cH:31][cH:32][c:33]32)[n:20][cH:21][n:22]1.[NH:1]1[C:2](=[O:15])[C:3]2([CH2:4][CH2:5][NH:6][CH2:7][CH2:8]2)[c:9]2[c:10]1[n:11][cH:12][cH:13][cH:14]2.[O:34]=[CH:35][N:36]([CH3:37])[CH3:38]>>[NH:1]1[C:2](=[O:15])[C:3]2([CH2:4][CH2:5][N:6]([c:17]3[cH:18][c:19]([C:23](=[O:24])[N:25]4[CH2:26][CH2:27][c:28]5[cH:29][cH:30][cH:31][cH:32][c:33]54)[n:20][cH:21][n:22]3)[CH2:7][CH2:8]2)[c:9]2[c:10]1[n:11][cH:12][cH:13][cH:14]2.